The task is: describe an organic reaction: reactants, conditions, products, and yield. This data is from the Open Reaction Database (ORD), a public repository of structured organic reaction records. Reactants: OC1(CN(CC1)C(=O)OC(C)(C)C)C1=CSC=C1 (tert-butyl 3-hydroxy-3-(thiophen-3-yl)pyrrolidine-1-carboxylate), C1CC(=O)N(C1=O)Br (NBS), [O-]S(=O)[O-].[Na+].[Na+] (Na2SO3), O (water). Run in CC(=O)O (AcOH), C(Cl)(Cl)Cl (CHCl3). Conditions: time 3 hour. Product: BrC=1SC=CC1C1(CN(CC1)C(=O)OC(C)(C)C)O (tert-butyl 3-(2-bromothiophen-3-yl)-3-hydroxypyrrolidine-1-carboxylate). Yield: 83.4%. RXN SMILES: [OH:1][C:2]1([C:14]2[CH:18]=[CH:17][S:16][CH:15]=2)[CH2:6][CH2:5][N:4]([C:7]([O:9][C:10]([CH3:13])([CH3:12])[CH3:11])=[O:8])[CH2:3]1.C1C(=O)N([Br:26])C(=O)C1.[O-]S([O-])=O.[Na+].[Na+].O>CC(O)=O.C(Cl)(Cl)Cl>[Br:26][C:15]1[S:16][CH:17]=[CH:18][C:14]=1[C:2]1([OH:1])[CH2:6][CH2:5][N:4]([C:7]([O:9][C:10]([CH3:13])([CH3:11])[CH3:12])=[O:8])[CH2:3]1 |f:2.3.4|. Reported procedure: To a solution of tert-butyl 3-hydroxy-3-(thiophen-3-yl)pyrrolidine-1-carboxylate (5 g, 18.6 mmol) in AcOH (10 mL) and CHCl3 (10 mL) at 0° C. was added NBS (5.0 g, 27.9 mmol) in portions. After stirring for 3 h, the reaction mixture was treated with Na2SO3 and water, followed by extraction with EtOAc. The combined organic layer was washed with brine, and dried over anhydrous Na2SO4. After filtration and concentration, the crude product was purified by column chromatography to give the title compo... Reactants: C(C)(C)NC(C)C (diisopropylamine), COC(=O)C=1C=CC2=C(N(C3=C(S2)N=CC=N3)COC)C1 (methyl(10-methoxymethyl-10H-pyrazino[2,3-b][1,4]benzothiazin-8-yl)carboxylate), solution, C(CCC)[Li] (n-butyllithium), CC1=NC=CC=C1 (2-methylpyridine), [Cl-].[NH4+] (ammonium chloride). The solvent is O1CCCC1 (tetrahydrofuran), C(C)(=O)OCC (ethyl acetate), O1CCCC1 (tetrahydrofuran), CCCCCC (hexane). Conditions: temperature -78 celsius, time 10 minute. Product: COCN1C2=C(SC3=C1C=C(C=C3)C(=O)CC3=NC=CC=C3)N=CC=N2 ((10-methoxymethyl-10H-pyrazino[2,3-b][1,4]benzothiazin-8-yl)(pyridin-2-ylmethyl)ketone). As a reaction SMILES: C(NC(C)C)(C)C.C([Li])CCC.[CH3:13][C:14]1[CH:19]=[CH:18][CH:17]=[CH:16][N:15]=1.C[O:21][C:22]([C:24]1[CH:25]=[CH:26][C:27]2[S:32][C:31]3[N:33]=[CH:34][CH:35]=[N:36][C:30]=3[N:29]([CH2:37][O:38][CH3:39])[C:28]=2[CH:40]=1)=O.[Cl-].[NH4+]>O1CCCC1.CCCCCC.C(OCC)(=O)C>[CH3:39][O:38][CH2:37][N:29]1[C:28]2[CH:40]=[C:24]([C:22]([CH2:13][C:14]3[CH:19]=[CH:18][CH:17]=[CH:16][N:15]=3)=[O:21])[CH:25]=[CH:26][C:27]=2[S:32][C:31]2[N:33]=[CH:34][CH:35]=[N:36][C:30]1=2 |f:4.5|. Reported procedure: 0.15 ml of diisopropylamine in tetrahydrofuran (10 ml) was ice-cooled and 1.0 ml of a 1.6 M solution of n-butyllithium in hexane was added thereto. After stirring for 10 minutes, the reaction mixture was cooled to −78° C. After adding 0.15 ml of 2-methylpyridine, the mixture was stirred for 30 minutes and then a solution of 303 mg of methyl(10-methoxymethyl-10H-pyrazino[2,3-b][1,4]benzothiazin-8-yl)carboxylate in tetrahydrofuran (5 ml) was dropped thereinto. The reaction mixture was brought back... Yields the product O=Cc1cccc(Oc2nccs2)c1. Starting materials: Brc1nccs1, O=C([O-])[O-], CN(C)C=O, [K+], [K+], O, O=Cc1cccc(O)c1. RXN SMILES: [Br:1][c:2]1[s:3][cH:4][cH:5][n:6]1.[C:16](=[O:17])([O-:18])[O-:19].[CH3:23][N:24]([CH3:25])[CH:26]=[O:27].[K+:20].[K+:21].[OH2:22].[OH:7][c:8]1[cH:9][c:10]([CH:11]=[O:12])[cH:13][cH:14][cH:15]1>>[c:2]1([O:7][c:8]2[cH:9][c:10]([CH:11]=[O:12])[cH:13][cH:14][cH:15]2)[s:3][cH:4][cH:5][n:6]1. The reactants are CCOC(=O)n1nc(NC(=O)c2ccccc2NC(=O)c2ccc[nH]2)c2cc(C(=O)NC(C)(C)c3ccccc3)sc21, CO. Product: CC(C)(NC(=O)c1cc2c(NC(=O)c3ccccc3NC(=O)c3ccc[nH]3)n[nH]c2s1)c1ccccc1. Reaction SMILES: [CH2:1]([O:2][C:3](=[O:4])[n:6]1[n:7][c:8]([NH:26][C:27]([c:28]2[c:29]([NH:34][C:35](=[O:36])[c:37]3[nH:38][cH:39][cH:40][cH:41]3)[cH:30][cH:31][cH:32][cH:33]2)=[O:42])[c:9]2[c:10]1[s:11][c:12]([C:14]([NH:15][C:16]([CH3:17])([c:18]1[cH:19][cH:20][cH:21][cH:22][cH:23]1)[CH3:24])=[O:25])[cH:13]2)[CH3:5].[CH3:43][OH:44]>>[nH:6]1[n:7][c:8]([NH:26][C:27]([c:28]2[c:29]([NH:34][C:35](=[O:36])[c:37]3[nH:38][cH:39][cH:40][cH:41]3)[cH:30][cH:31][cH:32][cH:33]2)=[O:42])[c:9]2[c:10]1[s:11][c:12]([C:14]([NH:15][C:16]([CH3:17])([c:18]1[cH:19][cH:20][cH:21][cH:22][cH:23]1)[CH3:24])=[O:25])[cH:13]2. Reactants: [Al+3].[Cl-].[Cl-].[Cl-] (AlCl3), C(C)[Mg]Cl (EtMgCl), CCOCC (ether), C1CCOC1 (THF), [Al] (aluminum), 2,3-DCNQ, C1CCOC1 (THF), [NH4+].[Cl-] (NH4Cl). The reagents and catalysts are [Cl-].[Cl-].[Zn+2] (ZnCl2). Run at time 8 hour. Product: C(C)C=1C(C2=CC=CC=C2C(C1Cl)=O)=O (2-ethyl-3-chloronaphthoquinone). Isolated yield 40.0%. RXN SMILES: [Al+3].[Cl-:2].[Cl-].[Cl-].[CH2:5]([Mg]Cl)[CH3:6].CC[O:11][CH2:12][CH3:13].[Al].[NH4+].[Cl-].[CH2:17]1[CH2:21][O:20][CH2:19][CH2:18]1>[Cl-].[Cl-].[Zn+2]>[CH2:18]([C:17]1[C:12](=[O:11])[C:13]2[C:18]([C:19](=[O:20])[C:21]=1[Cl:2])=[CH:17][CH:21]=[CH:6][CH:5]=2)[CH3:19] |f:0.1.2.3,7.8,10.11.12|. Procedure: To 0.30 g (2.26 mmoles) of AlCl3 in 50 mL of THF was added 2.1 mL of 2.09M EtMgCl in ether (4.40 mmoles). The aluminum reagent was added dropwise to 1.00 g (4.40 mmoles) of 2,3-DCNQ in 100 mL of THF and the mixture was stirred overnight. A homogeneous yellow solution was obtained. Then, 0.300 g (2.21 mmoles) of ZnCl2 was added and the mixture was stirred overnight. A white solid formed; the mixture was poured into 100 mL of NH4Cl solution and extracted with 3×50 mL of ether. The organic layer wa...